From a dataset of the Open Reaction Database (ORD), a public repository of structured organic reaction records. describe an organic reaction: reactants, conditions, products, and yield Isolated yield 103.1%. Procedure details: To a suspension of 571 mg of 6-(4-benzyloxy-2-fluoro-phenyl)-3-methyl-1-(tetrahydro-pyran-2-yl)-1H-pyrazolo[3,4-b]pyridine-4-carboxylic acid in 14 ml of DCM were added 0.64 ml of Hünig's base, 408 mg of BEP and 390 mg of 3-phenyl-piperazine-1-carboxylic acid tert-butyl ester. The reaction was stirred overnight at r.t. For workup it was diluted with water and DCM and the layers were separated. The organic layer was washed with water twice, dried over Na2SO4, filtered and concentrated in vacuo. Th... Yields the product C(C)(C)(C)OC(=O)N1CC(N(CC1)C(=O)C=1C2=C(N=C(C1)C1=C(C=C(C=C1)OCC1=CC=CC=C1)F)N(N=C2C)C2OCCCC2)C2=CC=CC=C2 (4-[6-(4-Benzyloxy-2-fluoro-phenyl)-3-methyl-1-(tetrahydro-pyran-2-yl)-1H-pyrazolo[3,4-b]pyridine-4-carbonyl]-3-phenyl-piperazine-1-carboxylic acid tert-butyl ester). The reactants are CCN(C(C)C)C(C)C (Hünig's base), C(C)(C)(C)OC(=O)N1CC(NCC1)C1=CC=CC=C1 (3-phenyl-piperazine-1-carboxylic acid tert-butyl ester), C(C1=CC=CC=C1)OC1=CC(=C(C=C1)C=1C=C(C2=C(N1)N(N=C2C)C2OCCCC2)C(=O)O)F (6-(4-benzyloxy-2-fluoro-phenyl)-3-methyl-1-(tetrahydro-pyran-2-yl)-1H-pyrazolo[3,4-b]pyridine-4-carboxylic acid). As a reaction SMILES: [CH2:1]([O:8][C:9]1[CH:14]=[CH:13][C:12]([C:15]2[CH:16]=[C:17]([C:31]([OH:33])=O)[C:18]3[C:23]([CH3:24])=[N:22][N:21]([CH:25]4[CH2:30][CH2:29][CH2:28][CH2:27][O:26]4)[C:19]=3[N:20]=2)=[C:11]([F:34])[CH:10]=1)[C:2]1[CH:7]=[CH:6][CH:5]=[CH:4][CH:3]=1.CCN(C(C)C)C(C)C.[C:44]([O:48][C:49]([N:51]1[CH2:56][CH2:55][NH:54][CH:53]([C:57]2[CH:62]=[CH:61][CH:60]=[CH:59][CH:58]=2)[CH2:52]1)=[O:50])([CH3:47])([CH3:46])[CH3:45]>C(Cl)Cl.O>[C:44]([O:48][C:49]([N:51]1[CH2:56][CH2:55][N:54]([C:31]([C:17]2[C:18]3[C:23]([CH3:24])=[N:22][N:21]([CH:25]4[CH2:30][CH2:29][CH2:28][CH2:27][O:26]4)[C:19]=3[N:20]=[C:15]([C:12]3[CH:13]=[CH:14][C:9]([O:8][CH2:1][C:2]4[CH:3]=[CH:4][CH:5]=[CH:6][CH:7]=4)=[CH:10][C:11]=3[F:34])[CH:16]=2)=[O:33])[CH:53]([C:57]2[CH:62]=[CH:61][CH:60]=[CH:59][CH:58]=2)[CH2:52]1)=[O:50])([CH3:47])([CH3:45])[CH3:46]. Conditions: time 8 hour. The solvent is O (water), C(Cl)Cl (DCM), C(Cl)Cl (DCM). Reactants: CSSC (Dimethyl disulphide), ClC1=C(C=C(C(=O)O)C=C1)F (4-chloro-3-fluorobenzoic acid), Cl (Hydrochloric acid). The solvent is O1CCCC1 (tetrahydrofuran), CCCCCC (hexane), O1CCCC1 (tetrahydrofuran). Conditions: temperature -40 celsius, time 3 hour. Yields the product ClC1=C(C(=C(C(=O)O)C=C1)SC)F (4-chloro-3-fluoro-2-(methylsulphenyl)benzoic acid). The yield is 69.3%. RXN SMILES: [Cl:1][C:2]1[CH:10]=[CH:9][C:5]([C:6]([OH:8])=[O:7])=[CH:4][C:3]=1[F:11].[CH3:12][S:13]SC.Cl>CCCCCC.O1CCCC1>[Cl:1][C:2]1[CH:10]=[CH:9][C:5]([C:6]([OH:8])=[O:7])=[C:4]([S:13][CH3:12])[C:3]=1[F:11]. Reported procedure: n-Butylithium (2.5M in hexane, 180 ml) was added dropwise to a stirred, cooled solution of 4-chloro-3-fluorobenzoic acid (37.5 g) in tetrahydrofuran while maintaining the temperature below -40° C. The mixture was stirred at -40° C. for 3 hours. Dimethyl disulphide (60.5 g) in tetrahydrofuran was added dropwise and the mixture was stirred at -40° C. for half an hour and at room temperature overnight. Hydrochloric acid (2M) was added and the layers were separated. The aqueous layer was extracted w... The reactants are C(C)OC(CC=1C=C(C(=CC1)OC)C1=C(C=C(C=C1)C1=NC=C(C=N1)F)CNCC)=O ([2′-ethylaminomethyl-4′-(5-fluoro-pyrimidin-2-yl)-6-methoxy-biphenyl-3-yl]-acetic acid ethyl ester), C1(CC1)C(=O)Cl (cyclopropanecarbonyl chloride). The product is C(C)OC(CC=1C=C(C(=CC1)OC)C1=C(C=C(C=C1)C1=NC=C(C=N1)F)CN(CC)C(=O)C1CC1)=O ([2′-[(Cyclopropanecarbonyl-ethyl-amino)-methyl]-4′-(5-fluoro-pyrimidin-2-yl)-6-methoxy-biphenyl-3-yl]-acetic acid ethyl ester). RXN SMILES: [CH2:1]([O:3][C:4](=[O:31])[CH2:5][C:6]1[CH:7]=[C:8]([C:14]2[CH:19]=[CH:18][C:17]([C:20]3[N:25]=[CH:24][C:23]([F:26])=[CH:22][N:21]=3)=[CH:16][C:15]=2[CH2:27][NH:28][CH2:29][CH3:30])[C:9]([O:12][CH3:13])=[CH:10][CH:11]=1)[CH3:2].[CH:32]1([C:35](Cl)=[O:36])[CH2:34][CH2:33]1>>[CH2:1]([O:3][C:4](=[O:31])[CH2:5][C:6]1[CH:7]=[C:8]([C:14]2[CH:19]=[CH:18][C:17]([C:20]3[N:21]=[CH:22][C:23]([F:26])=[CH:24][N:25]=3)=[CH:16][C:15]=2[CH2:27][N:28]([C:35]([CH:32]2[CH2:34][CH2:33]2)=[O:36])[CH2:29][CH3:30])[C:9]([O:12][CH3:13])=[CH:10][CH:11]=1)[CH3:2]. Procedure details: Prepared according to the procedure described in Example 1, Step 6, using the following starting materials: [2′-ethylaminomethyl-4′-(5-fluoro-pyrimidin-2-yl)-6-methoxy-biphenyl-3-yl]-acetic acid ethyl ester and cyclopropanecarbonyl chloride. Starting materials: CC(C)=O, O=C(OO)c1cccc(Cl)c1, COc1cc2c(cc1F)C(=Cc1ccc(S(C)=O)cc1)C(C)=C2CC(=O)O. Yields the product COc1cc2c(cc1F)C(=Cc1ccc(S(C)(=O)=O)cc1)C(C)=C2CC(=O)O. Reaction SMILES: [CH3:39][C:40](=[O:41])[CH3:42].[Cl:1][c:2]1[cH:3][cH:4][cH:5][c:6]([C:7]([O:8][OH:10])=[O:9])[cH:11]1.[F:12][c:13]1[c:14]([O:37][CH3:38])[cH:15][c:16]2[c:20]([cH:21]1)[C:19](=[CH:22][c:23]1[cH:24][cH:25][c:26]([S:29](=[O:30])[CH3:31])[cH:27][cH:28]1)[C:18]([CH3:32])=[C:17]2[CH2:33][C:34](=[O:35])[OH:36]>>[O:9]=[S:29]([c:26]1[cH:25][cH:24][c:23]([CH:22]=[C:19]2[C:18]([CH3:32])=[C:17]([CH2:33][C:34](=[O:35])[OH:36])[c:16]3[cH:15][c:14]([O:37][CH3:38])[c:13]([F:12])[cH:21][c:20]32)[cH:28][cH:27]1)(=[O:30])[CH3:31]. The reactants are CN(C)C=O (DMF), [Na+].O(C1=CC=CC=C1)CCCCS(=O)(=O)[O-] (4-Phenoxybutyl sulfonic acid sodium salt), S(=O)(Cl)Cl (thionyl chloride). Run in C1=CC=CC=C1 (benzene). The product is O(C1=CC=CC=C1)CCCCS(=O)(=O)Cl (4-Phenoxybutyl sulfonyl chloride), [Na+].O(C1=CC=CC=C1)CCCCS(=O)(=O)[O-] (4-Phenoxybutyl sulfonic acid sodium salt). The yield is 78.7%. RXN SMILES: [Na+:1].[O:2]([CH2:9][CH2:10][CH2:11][CH2:12][S:13]([O-:16])(=[O:15])=[O:14])[C:3]1[CH:8]=[CH:7][CH:6]=[CH:5][CH:4]=1.S(Cl)([Cl:19])=O.CN(C=O)C>C1C=CC=CC=1>[O:2]([CH2:9][CH2:10][CH2:11][CH2:12][S:13]([Cl:19])(=[O:16])=[O:14])[C:3]1[CH:8]=[CH:7][CH:6]=[CH:5][CH:4]=1.[Na+:1].[O:2]([CH2:9][CH2:10][CH2:11][CH2:12][S:13]([O-:16])(=[O:14])=[O:15])[C:3]1[CH:4]=[CH:5][CH:6]=[CH:7][CH:8]=1 |f:0.1,6.7|. Procedure details: 4-Phenoxybutyl sulfonyl chloride (16) was synthesized as described in 12.1 using 15 (1.0 g, 4.37 mmol) and thionyl chloride (1.55 g, 13.0 mmol) in benzene (40 mL)/DMF (4 mL). Purification by flash column chromatography on silica gel afforded 15 (0.434 g, 40% yield) as a white solid (m p 65-67° C.). The reactants are ClC=1C(=NC=C(C(=O)O)C1)Cl (5,6-dichloronicotinic acid), C1(CC1)CO (cyclopropylmethanol), Amine-1. Product: ClC=1C(=NC=C(C(=O)O)C1)OCC1CC1 (5-chloro-6-(cyclopropylmethoxy)nicotinic acid). The yield is 98.0%. Reaction SMILES: [Cl:1][C:2]1[C:3](Cl)=[N:4][CH:5]=[C:6]([CH:10]=1)[C:7]([OH:9])=[O:8].[CH:12]1([CH2:15][OH:16])[CH2:14][CH2:13]1>>[Cl:1][C:2]1[C:3]([O:16][CH2:15][CH:12]2[CH2:14][CH2:13]2)=[N:4][CH:5]=[C:6]([CH:10]=1)[C:7]([OH:9])=[O:8]. Procedure: The title compound is prepared in 98% yield (4.65 g, white solid) from 5,6-dichloronicotinic acid (4.00 g, 20.8 mmol) and cyclopropylmethanol (2.25 g, 31.3 mmol) in a similar manner to Step-1 of Amine-1. Starting materials: BrCc1ccc(Br)cc1, CC#N, CC(C)C1CNCCN1. The product is CC(C)C1CN(Cc2ccc(Br)cc2)CCN1. RXN SMILES: [Br:10][c:11]1[cH:12][cH:13][c:14]([CH2:15][Br:16])[cH:17][cH:18]1.[CH3:19][C:20]#[N:21].[CH:1]([CH3:2])([CH3:3])[CH:4]1[NH:5][CH2:6][CH2:7][NH:8][CH2:9]1>>[CH:1]([CH3:2])([CH3:3])[CH:4]1[NH:5][CH2:6][CH2:7][N:8]([CH2:15][c:14]2[cH:13][cH:12][c:11]([Br:10])[cH:18][cH:17]2)[CH2:9]1.